From a dataset of the Open Reaction Database (ORD), a public repository of structured organic reaction records. describe an organic reaction: reactants, conditions, products, and yield The reactants are CCO, Cl, NCCCCC(N)C(=O)O, [Na+], [OH-]. Yields the product NC1CCCCNC1=O. RXN SMILES: [CH3:14][CH2:15][OH:16].[ClH:1].[NH2:2][CH2:3][CH2:4][CH2:5][CH2:6][CH:7]([NH2:8])[C:9]([OH:10])=[O:11].[Na+:13].[OH-:12]>>[NH:2]1[CH2:3][CH2:4][CH2:5][CH2:6][CH:7]([NH2:8])[C:9]1=[O:11].